From a dataset of the Open Reaction Database (ORD), a public repository of structured organic reaction records. describe an organic reaction: reactants, conditions, products, and yield The reactants are COC=1N=C2C(=CC=NC2=CC1)OS(=O)(=O)C(F)(F)F (1,1,1-Trifluoro-methanesulfonic acid 6-methoxy-[1,5]naphthyridin-4-yl ester), [Li+].[Cl-] (LiCl), C(CCC)[Sn](C(C(=O)OC)=C)(CCCC)CCCC (methyl 2-(tributylstannanyl)-2-propenoate), [SnH4] (stannane). Reagents/catalysts: [Cu]I (CuI), C=1C=CC(=CC1)[P](C=2C=CC=CC2)(C=3C=CC=CC3)[Pd]([P](C=4C=CC=CC4)(C=5C=CC=CC5)C=6C=CC=CC6)([P](C=7C=CC=CC7)(C=8C=CC=CC8)C=9C=CC=CC9)[P](C=1C=CC=CC1)(C=1C=CC=CC1)C=1C=CC=CC1 (Pd(PPh3)4). Solvent: CN(C)C=O (DMF). Run at temperature 25 celsius, time 1 hour. Yields the product COC=1N=C2C(=CC=NC2=CC1)C(C(=O)OC)=C (Methyl 2-[6-(methyloxy)-1,5-naphthyridin-4-yl]-2-propenoate). As a reaction SMILES: [CH3:1][O:2][C:3]1[N:4]=[C:5]2[C:10](=[CH:11][CH:12]=1)[N:9]=[CH:8][CH:7]=[C:6]2OS(C(F)(F)F)(=O)=O.C([Sn](CCCC)(CCCC)[C:26](=[CH2:31])[C:27]([O:29][CH3:30])=[O:28])CCC.[SnH4].[Li+].[Cl-]>CN(C=O)C.C1C=CC([P]([Pd]([P](C2C=CC=CC=2)(C2C=CC=CC=2)C2C=CC=CC=2)([P](C2C=CC=CC=2)(C2C=CC=CC=2)C2C=CC=CC=2)[P](C2C=CC=CC=2)(C2C=CC=CC=2)C2C=CC=CC=2)(C2C=CC=CC=2)C2C=CC=CC=2)=CC=1.[Cu]I>[CH3:1][O:2][C:3]1[N:4]=[C:5]2[C:10](=[CH:11][CH:12]=1)[N:9]=[CH:8][CH:7]=[C:6]2[C:26](=[CH2:31])[C:27]([O:29][CH3:30])=[O:28] |f:3.4,^1:51,53,72,91|. Reported procedure: To a solution of 1,1,1-Trifluoro-methanesulfonic acid 6-methoxy-[1,5]naphthyridin-4-yl ester (for a synthesis see WO2003010138, Example 1(b))(5.936 g, 15.83 mmol) in DMF (10 ml) was added methyl 2-(tributylstannanyl)-2-propenoate (for a synthesis of this stannane see Zhang, H. X.; Guibe, F.; Balavoine, G. J. Org. Chem. (1990), 55(6), 1857.) (7.312 g, 23.74 mmol), Pd(PPh3)4 (1.83 g, 1.58 mmol), CuI (2.26 g, 11.87 mmol) and LiCl (673 mg, 15.83 mmol). The reaction was stirred for 1 h at 25° C. afte... The yield is 62.0%. As a reaction SMILES: [CH:1]1([C:4]2[CH:24]=[CH:23][C:7]([CH2:8][NH:9][CH2:10][CH2:11][C:12]3[CH:17]=[CH:16][C:15](F)=[C:14]([C:19]([F:22])([F:21])[F:20])[CH:13]=3)=[CH:6][CH:5]=2)[CH2:3][CH2:2]1.[CH3:25]C1(C2C=CC(C=O)=CC=2)CC1.FC(F)(F)C1C=C(CCN)C=CC=1.[BH4-].[Na+]>>[CH3:25][C:1]1([C:4]2[CH:24]=[CH:23][C:7]([CH2:8][NH:9][CH2:10][CH2:11][C:12]3[CH:17]=[CH:16][CH:15]=[C:14]([C:19]([F:22])([F:21])[F:20])[CH:13]=3)=[CH:6][CH:5]=2)[CH2:3][CH2:2]1 |f:3.4|. The product is CC1(CC1)C1=CC=C(CNCCC2=CC(=CC=C2)C(F)(F)F)C=C1 ([4-(1-methylcyclopropyl)-benzyl]-[2-(3-trifluoromethylphenyl)-ethyl]-amine). Starting materials: C1(CC1)C1=CC=C(CNCCC2=CC(=C(C=C2)F)C(F)(F)F)C=C1 ((4-cyclopropylbenzyl)-[2-(4-fluoro-3-trifluoromethylphenyl)-ethyl]-amine), [BH4-].[Na+] (sodium borohydride), CC1(CC1)C1=CC=C(C=O)C=C1 (4-(1-methyl-cyclo-propyl)-benzaldehyde), FC(C=1C=C(C=CC1)CCN)(F)F (2-(3-trifluoromethylphenyl)-ethylamine). Procedure: The title compound was synthesized in analogy to (4-cyclopropylbenzyl)-[2-(4-fluoro-3-trifluoromethylphenyl)-ethyl]-amine (described in example S53) using 4-(1-methyl-cyclo-propyl)-benzaldehyde (150 mg, 0.94 mmol), 2-(3-trifluoromethylphenyl)-ethylamine (177 mg, 0.94 mmol) and sodium borohydride (53 mg, 1.40 mmol). The isolated residue was purified by flash column chromatography (2%-5% MeOH in EtOAc) to give the desired product (195 mg, 62%) as a colorless oil. MS (ISP) 334.3 (M+H)+. Reactants: COC1=CC(=CC=C1)OC (1,3-dimethoxybenzene), CN(C)CCN(C)C (TMEDA), C(C(=O)OCC)(=O)OCC (diethyl oxalate), solution, C(CCC)[Li] (n-butyllithium), Cl (HCl). The solvent is CCCCCC (hexane), CCCCCC (hexane). Reaction conditions: temperature 0 celsius, time 30 minute. Yields the product COC1=C(C(=CC=C1)OC)C(C(=O)OCC)=O (Ethyl 2-(2,6-dimethoxyphenyl)-2-oxoacetate). Reaction SMILES: [CH3:1][O:2][C:3]1[CH:8]=[CH:7][CH:6]=[C:5]([O:9][CH3:10])[CH:4]=1.CN(CCN(C)C)C.C([Li])CCC.[C:24](OCC)(=[O:30])[C:25]([O:27][CH2:28][CH3:29])=[O:26].Cl>CCCCCC>[CH3:1][O:2][C:3]1[CH:8]=[CH:7][CH:6]=[C:5]([O:9][CH3:10])[C:4]=1[C:24](=[O:30])[C:25]([O:27][CH2:28][CH3:29])=[O:26]. Reported procedure: A mixture of 28 g of 1,3-dimethoxybenzene and 24.3 g of TMEDA in 400 ml of hexane is cooled to a temperature below 10° C., 132 ml of a 1.6 M solution of n-butyllithium in hexane are added dropwise and the mixture is left stirring for 30 minutes. The reaction mixture is cooled to 0° C., 140 ml of diethyl oxalate are added over 15 minutes and the mixture is left stirring for 1 hour at RT. The reaction mixture is poured into a mixture of concentrated HCl solution and ice and is extracted with EtOAc... The reactants are N(N)C(C(=O)OCC)=O (Ethyl 2-hydrazinyl-2-oxoacetate), CCOC1C=CC2=CC=CC=C2N1C(=O)OCC (EEDQ), C(C)(C)(C)OC(=O)NCC(=O)O (2-(tert-butoxycarbonylamino)acetic acid). Solvent: ClCCl (dichloromethane). Reaction conditions: time 15 minute. Product: C(C)(C)(C)OC(=O)NCC(=O)NNC(C(=O)OCC)=O (Ethyl 2-(2-(2-(tert-butoxycarbonylamino)acetyl)hydrazinyl)-2-oxoacetate). The yield is 85.7%. As a reaction SMILES: [NH:1]([C:3](=[O:9])[C:4]([O:6][CH2:7][CH3:8])=[O:5])[NH2:2].CCOC1N(C(OCC)=O)C2C(=CC=CC=2)C=C1.[C:28]([O:32][C:33]([NH:35][CH2:36][C:37](O)=[O:38])=[O:34])([CH3:31])([CH3:30])[CH3:29]>ClCCl>[C:28]([O:32][C:33]([NH:35][CH2:36][C:37]([NH:2][NH:1][C:3](=[O:9])[C:4]([O:6][CH2:7][CH3:8])=[O:5])=[O:38])=[O:34])([CH3:31])([CH3:30])[CH3:29]. Reported procedure: To a solution of ethyl 2-hydrazinyl-2-oxoacetate (9-2) (0.516 g, 3.91 mmol) in dichloromethane (14 mL) was added EEDQ (0.78 g, 3.175 mmol) at room temperature and it was stirred for 15 min. Then 2-(tert-butoxycarbonylamino)acetic acid (9-3) (0.55 g, 3.175 mmol) was added. The mixture was stirred at room temperature for overnight. Solvent was removed under reduced pressure and the residue was purified by chromatography on silica gel with gradient eluant (PE/EA=3/1 to 1/1). The product was obtaine... Reaction SMILES: Cl[C:2]1[N:3]=[C:4]([N:24]2[CH2:29][CH2:28][O:27][CH2:26][CH2:25]2)[C:5]2[S:10][C:9]([CH2:11][N:12]3[CH2:17][CH2:16][N:15]([S:18]([CH:21]4[CH2:23][CH2:22]4)(=[O:20])=[O:19])[CH2:14][CH2:13]3)=[CH:8][C:6]=2[N:7]=1.[NH2:30][C:31]1[CH:36]=[CH:35][C:34](B2OC(C)(C)C(C)(C)O2)=[CH:33][N:32]=1>>[O:27]1[CH2:28][CH2:29][N:24]([C:4]2[C:5]3[S:10][C:9]([CH2:11][N:12]4[CH2:17][CH2:16][N:15]([S:18]([CH:21]5[CH2:22][CH2:23]5)(=[O:20])=[O:19])[CH2:14][CH2:13]4)=[CH:8][C:6]=3[N:7]=[C:2]([C:34]3[CH:35]=[CH:36][C:31]([NH2:30])=[N:32][CH:33]=3)[N:3]=2)[CH2:25][CH2:26]1. Starting materials: ClC=1N=C(C2=C(N1)C=C(S2)CN2CCN(CC2)S(=O)(=O)C2CC2)N2CCOCC2 (2-Chloro-6-(4-cyclopropanesulfonyl-piperazin-1-ylmethyl)-4-morpholin-4-yl-thieno[3,2-d]pyrimidine), NC1=NC=C(C=C1)B1OC(C)(C)C(C)(C)O1 (2-aminopyridine-5-boronic acid pinacol ester). Procedure: 2-Chloro-6-(4-cyclopropanesulfonyl-piperazin-1-ylmethyl)-4-morpholin-4-yl-thieno[3,2-d]pyrimidine (Example 39) following General Procedure B-3 was reacted with 2-aminopyridine-5-boronic acid pinacol ester using General Procedure A. Purification on silica yielded 123. (400 MHz, CDCl3): 0.91-0.94 (2H, m, CH2), 1.10-1.12 (2H, m, CH2), 2.20 (1H, m, CH), 2.58-2.60 (4H, m, CH2), 3.29-3.31 (4H, m, CH2), 3.79-3.82 (6H, m, CH2), 3.94-3.97 (4H, m, CH2), 4.55 (1H, b, NH2), 6.47 (1H, d (J=0.62), ar), 7.22 (... The product is O1CCN(CC1)C=1C2=C(N=C(N1)C=1C=CC(=NC1)N)C=C(S2)CN2CCN(CC2)S(=O)(=O)C2CC2 (5-(4-morpholino-6-((4-N-cyclopropylsulfonylpiperazin-1-yl)methyl)thieno[3,2-d]pyrimidin-2-yl)pyridin-2-amine). Starting materials: 3-(1-dimethylamino)phenol, 3-(1-dimethylamino)phenol, CN([C@@H](C)C=1C=C(C=CC1)O)C ((S)-3-(1-dimethylaminoethyl)phenol), C=O.C(=O)O (formaldehyde formic acid). Yields the product CCN(C)C(=O)OC=1C=CC=C(C1)[C@H](C)N(C)C (rivastigmine). RXN SMILES: [CH3:1][N:2]([CH3:12])[C@H:3]([C:5]1[CH:6]=[C:7]([OH:11])[CH:8]=[CH:9][CH:10]=1)[CH3:4].C=O.[CH:15]([OH:17])=O>>[CH3:4][CH2:3][N:2]([C:15]([O:11][C:7]1[CH:8]=[CH:9][CH:10]=[C:5]([C@@H:3]([N:2]([CH3:1])[CH3:12])[CH3:4])[CH:6]=1)=[O:17])[CH3:1] |f:1.2|. Procedure details: Patent publication WO2006/068386 describes a process for preparation of 3-(1-dimethylamino)phenol by subjecting (S)-3-(1-dimethylaminoethyl)phenol to N-methylation using formaldehyde/formic acid. The 3-(1-dimethylamino)phenol it is subjected to O-carbamoylation to form rivastigmine. The reactants are C(C)(=O)OC(C)=O (acetic anhydride), N(C1=CC=CC=C1)C1CCNCC1 (4-anilinopiperidine), C(C1=CC=CC=C1)N1C(OCC(C1)(CCCOS(=O)(=O)C)C1=CC(=C(C=C1)Cl)Cl)=O (3-Benzyl-5-(3,4-dichlorophenyl)-5-[3-(methanesulfonyloxy)propyl]tetrahydro-2H-1,3-oxazin-2-one), [I-].[K+] (potassium iodide), Cl (HCl). Run in O (water), CN(C)C=O (DMF), CCOCC (ether). Reaction conditions: temperature 50 celsius, time 48 hour. Yields the product Cl.C(C1=CC=CC=C1)N1C(OCC(C1)(CCCN1CCC(CC1)N(C(C)=O)C1=CC=CC=C1)C1=CC(=C(C=C1)Cl)Cl)=O (3-Benzyl-5-(3,4-dichlorophenyl)-5-[3-[4-(N-phenylacetamido)piperid-1-yl]propyl]tetrahydro-2H-1,3-oxazin-2-one hydrochloride). Reaction SMILES: [NH:1]([CH:8]1[CH2:13][CH2:12][NH:11][CH2:10][CH2:9]1)[C:2]1[CH:7]=[CH:6][CH:5]=[CH:4][CH:3]=1.[CH2:14]([N:21]1[CH2:26][C:25]([C:35]2[CH:40]=[CH:39][C:38]([Cl:41])=[C:37]([Cl:42])[CH:36]=2)([CH2:27][CH2:28][CH2:29]OS(C)(=O)=O)[CH2:24][O:23][C:22]1=[O:43])[C:15]1[CH:20]=[CH:19][CH:18]=[CH:17][CH:16]=1.[I-].[K+].[C:46](OC(=O)C)(=[O:48])[CH3:47].Cl>CN(C=O)C.CCOCC.O>[ClH:41].[CH2:14]([N:21]1[CH2:26][C:25]([C:35]2[CH:40]=[CH:39][C:38]([Cl:41])=[C:37]([Cl:42])[CH:36]=2)([CH2:27][CH2:28][CH2:29][N:11]2[CH2:12][CH2:13][CH:8]([N:1]([C:2]3[CH:3]=[CH:4][CH:5]=[CH:6][CH:7]=3)[C:46](=[O:48])[CH3:47])[CH2:9][CH2:10]2)[CH2:24][O:23][C:22]1=[O:43])[C:15]1[CH:16]=[CH:17][CH:18]=[CH:19][CH:20]=1 |f:2.3,9.10|. Procedure details: A mixture of 1.76 g of 4-anilinopiperidine, 2 g of the compound obtained in step C of EXAMPLE 8 and 0.75 g of potassium iodide in 10 ml of DMF is heated at 50° C. for 1 hour 30 minutes. The reaction mixture is poured into water and extracted with AcOEt, the organic phase is washed three times with water and with saturated NaCl solution and dried over MgSO4 and the solvent is evaporated off under vacuum. The residue is chromatographed on silica H using DCM and then a DCM/MeOH mixture (96/4; v/v) ... Starting materials: Brc1cccc2ccccc12, O=C1CCN(Cc2ccccc2)CC1, [Li]C(C)CC, C1CCOC1. Product: OC1(c2cccc3ccccc23)CCN(Cc2ccccc2)CC1. Reaction SMILES: [Br:6][c:7]1[cH:8][cH:9][cH:10][c:11]2[cH:12][cH:13][cH:14][cH:15][c:16]12.[CH2:17]([c:18]1[cH:19][cH:20][cH:21][cH:22][cH:23]1)[N:24]1[CH2:25][CH2:26][C:27](=[O:30])[CH2:28][CH2:29]1.[CH:1]([Li:2])([CH2:3][CH3:4])[CH3:5].[O:31]1[CH2:32][CH2:33][CH2:34][CH2:35]1>>[c:7]1([C:27]2([OH:30])[CH2:26][CH2:25][N:24]([CH2:17][c:18]3[cH:19][cH:20][cH:21][cH:22][cH:23]3)[CH2:29][CH2:28]2)[cH:8][cH:9][cH:10][c:11]2[cH:12][cH:13][cH:14][cH:15][c:16]12.